From a dataset of the Open Reaction Database (ORD), a public repository of structured organic reaction records. describe an organic reaction: reactants, conditions, products, and yield The reactants are O (water), [F-].C(CCC)[N+](CCCC)(CCCC)CCCC (tetrabutylammonium fluoride), C(C=C)OC(=O)N1[C@@H](CCC1)/C=C(\C)/C1=C(N2C([C@@H]([C@H]2C1)[C@@H](C)O[Si](C)(C)C)=O)C(=O)OCC=C (allyl (5R,6S)-3-[(E)-2-{(2S)-1-allyloxycarbonylpyrrolidin-2-yl}-1-methylethenyl]-6-[(1R)-1-trimethylsilyloxyethyl]-7-oxo-1-azabicyclo[3.2.0]-hept-2-ene-2-carboxylate), C(C)(=O)O (acetic acid), solution. Run in C(C)(=O)OCC (ethyl acetate), O1CCCC1 (tetrahydrofuran), C(C)(=O)OCC (ethyl acetate). Conditions: temperature 0 celsius, time 30 minute. Product: C(C=C)OC(=O)N1[C@@H](CCC1)/C=C(\C)/C1=C(N2C([C@@H]([C@H]2C1)[C@@H](C)O)=O)C(=O)OCC=C (allyl (5R,6S)-3-[(E)-2-{(2S)-1-allyloxycarbonylpyrrolidin-2-yl}-1-methylethenyl]-6-[(1R)-1-hydroxyethyl]-7-oxo-1-azabicyclo[3.2.0]hept-2-ene-2-carboxylate). Reaction SMILES: [CH2:1]([O:4][C:5]([N:7]1[CH2:11][CH2:10][CH2:9][C@H:8]1/[CH:12]=[C:13](/[C:15]1[CH2:21][C@H:20]2[N:17]([C:18](=[O:29])[C@@H:19]2[C@H:22]([O:24][Si](C)(C)C)[CH3:23])[C:16]=1[C:30]([O:32][CH2:33][CH:34]=[CH2:35])=[O:31])\[CH3:14])=[O:6])[CH:2]=[CH2:3].C(O)(=O)C.[F-].C([N+](CCCC)(CCCC)CCCC)CCC.O>C(OCC)(=O)C.O1CCCC1>[CH2:1]([O:4][C:5]([N:7]1[CH2:11][CH2:10][CH2:9][C@H:8]1/[CH:12]=[C:13](/[C:15]1[CH2:21][C@H:20]2[N:17]([C:18](=[O:29])[C@@H:19]2[C@H:22]([OH:24])[CH3:23])[C:16]=1[C:30]([O:32][CH2:33][CH:34]=[CH2:35])=[O:31])\[CH3:14])=[O:6])[CH:2]=[CH2:3] |f:2.3|. Reported procedure: To a solution of allyl (5R,6S)-3-[(E)-2-{(2S)-1-allyloxycarbonylpyrrolidin-2-yl}-1-methylethenyl]-6-[(1R)-1-trimethylsilyloxyethyl]-7-oxo-1-azabicyclo[3.2.0]-hept-2-ene-2-carboxylate obtained in Example 7-1) in ethyl acetate (73 ml) were added acetic acid (12.5 ml) and a 1M solution of tetrabutylammonium fluoride in tetrahydrofuran (51.1 ml) at 0° C. After stirring at 0° C. for 30 minutes, the reaction mixture was taken up into a mixture of ethyl acetate (300 ml) and water (175 ml). The organic ... The reactants are CC(C)(C)OC(=O)CCc1nccc2c(-c3noc(-c4ccc(F)c(C#N)c4)n3)cccc12, FC1CCNC1, [H-], [Na+], CN(C)C=O. The product is CC(C)(C)OC(=O)CCc1nccc2c(-c3noc(-c4ccc(N5CCC(F)C5)c(C#N)c4)n3)cccc12. RXN SMILES: [C:9](#[N:10])[c:11]1[cH:12][c:13](-[c:18]2[n:19][c:20](-[c:23]3[c:24]4[cH:25][cH:26][n:27][c:28]([CH2:33][CH2:34][C:35](=[O:36])[O:37][C:38]([CH3:39])([CH3:40])[CH3:41])[c:29]4[cH:30][cH:31][cH:32]3)[n:21][o:22]2)[cH:14][cH:15][c:16]1[F:17].[F:1][CH:2]1[CH2:3][NH:4][CH2:5][CH2:6]1.[H-:7].[Na+:8].[O:42]=[CH:43][N:44]([CH3:45])[CH3:46]>>[F:1][CH:2]1[CH2:3][N:4]([c:16]2[c:11]([C:9]#[N:10])[cH:12][c:13](-[c:18]3[n:19][c:20](-[c:23]4[c:24]5[cH:25][cH:26][n:27][c:28]([CH2:33][CH2:34][C:35](=[O:36])[O:37][C:38]([CH3:39])([CH3:40])[CH3:41])[c:29]5[cH:30][cH:31][cH:32]4)[n:21][o:22]3)[cH:14][cH:15]2)[CH2:5][CH2:6]1.